Dataset: the Open Reaction Database (ORD), a public repository of structured organic reaction records. Task: describe an organic reaction: reactants, conditions, products, and yield Starting materials: 0.0, C(#N)C1=C(C(=O)C(=C(C1=O)Cl)Cl)C#N (DDQ), C1(=CC=CC=C1)C (toluene). Conditions: temperature 110 celsius. Yields the product C1C2=C3C4=C(CC5=C4C6=C(CC7=C6C3=C1C=C7)C=C5)C=C2 (Sumanene). The yield is 67.0%. RXN SMILES: [C:1]([C:3]1[C:9](=O)[C:8](Cl)=[C:7](Cl)[C:5](=O)[C:4]=1[C:13]#N)#N.[C:15]1([CH3:21])[CH:20]=[CH:19][CH:18]=[CH:17][CH:16]=1>>[CH2:1]1[C:8]2[CH:9]=[CH:3][C:4]3=[C:5]4[C:13]=2[C:4]2[C:5]5[C:16]6[C:17]4=[C:18]([CH:19]=[CH:20][C:15]=6[CH2:21][C:7]=5[CH:8]=[CH:9][C:3]1=2)[CH2:13]3. Procedure: First, a double-necked flask of 10 mL was subjected to vacuum and dried by heat, and subsequently, its volume was displaced with argon. Next, a solution obtained by solving hexahydrosumanene (0.0 11 mmol, 3 mg) into 2 mL of toluene was added into the flask by using a syringe, and DDQ (0.0385 mmol, 9 mg) further was added therein, and subsequently, the system was heated at 110° C. for 20 hours. After the reaction, the solvent was evaporated under a reduced pressure, and residues were separated by...